Dataset: the Open Reaction Database (ORD), a public repository of structured organic reaction records. Task: describe an organic reaction: reactants, conditions, products, and yield Starting materials: OCCCCCCOC1=CC=C(C=C1)C#CC=1C=C2C=CC(=CC2=CC1)OCCCCCCOC(C=C)=O (acrylic acid 6-{6-[4-(6-hydroxyhexyloxy)phenylethynyl]-naphthalen-2-yloxy)hexyl ester), C(CCCC)OC(C1=C(C=CC(=C1)OC(C1=CC=C(C=C1)OCCCCCCOC(C=C)=O)=O)O)=O (5-[4-(6-acryloyloxyhexyloxy)benzoyloxy]-2-hydroxybenzoic acid pentyl ester), C1(=CC=CC=C1)P(C1=CC=CC=C1)C1=CC=CC=C1 (triphenylphosphine), N(=NC(=O)OCC)C(=O)OCC (diethyl azodicarboxylate). The solvent is O1CCCC1 (tetrahydrofuran). Conditions: time 8 hour. Product: C(CCCC)OC(C1=CC=CC=C1)=O (benzoic acid pentyl ester). RXN SMILES: OCCCCCCOC1C=CC(C#CC2C=C3C(=CC=2)C=C(OCCCCCCOC(=O)C=C)C=C3)=CC=1.[CH2:39]([O:44][C:45](=[O:74])[C:46]1[CH:51]=[C:50](OC(=O)C2C=CC(OCCCCCCOC(=O)C=C)=CC=2)[CH:49]=[CH:48][C:47]=1O)[CH2:40][CH2:41][CH2:42][CH3:43].C1(P(C2C=CC=CC=2)C2C=CC=CC=2)C=CC=CC=1.N(C(OCC)=O)=NC(OCC)=O>O1CCCC1>[CH2:39]([O:44][C:45](=[O:74])[C:46]1[CH:51]=[CH:50][CH:49]=[CH:48][CH:47]=1)[CH2:40][CH2:41][CH2:42][CH3:43]. Procedure: To a stirred solution of acrylic acid 6-{6-[4-(6-hydroxyhexyloxy)phenylethynyl]-naphthalen-2-yloxy)hexyl ester (1.05 g), 5-[4-(6-acryloyloxyhexyloxy)benzoyloxy]-2-hydroxybenzoic acid pentyl ester (1.12 g) and triphenylphosphine (0.59 g) in tetrahydrofuran (20 ml) was added under argon and in a dropwise fashion diethyl azodicarboxylate (DEAD, 0.39 g). Upon complete addition, the reaction mixture was stirred at room temperature overnight, and the solvent was then removed under reduced pressure to ... Starting materials: C(C1=CC=CC=C1)C1=CC(=CO1)CO (5-benzyl-3-furyl-methanol), C1(CCCCC1)N=C=NC1CCCCC1 (dicyclohexylcarbodiimide), CC1([C@@H]([C@H]1C=C=C)C(=O)O)C ((1R,trans) 2,2-dimethyl-3-(1,2-propadienyl)cyclopropane-carboxylic acid). Reagents/catalysts: CN(C1=CC=NC=C1)C (4-dimethylamino-pyridine). The solvent is C(Cl)Cl (methylene chloride), C(Cl)Cl (methylene chloride). Reaction conditions: temperature 0 celsius, time 15 minute. Yields the product CC1([C@@H]([C@H]1C=C=C)C(=O)OCC1=COC(=C1)CC1=CC=CC=C1)C (5-benzyl-3-furyl-methyl (1R,trans) 2,2-dimethyl-3-(1,2-propadienyl)-cyclopropane-carboxylate). Isolated yield 43.3%. RXN SMILES: C1(N=C=NC2CCCCC2)CCCCC1.[CH3:16][C:17]1([CH3:26])[C@H:19]([CH:20]=[C:21]=[CH2:22])[C@H:18]1[C:23]([OH:25])=[O:24].[CH2:27]([C:34]1[O:38][CH:37]=[C:36]([CH2:39]O)[CH:35]=1)[C:28]1[CH:33]=[CH:32][CH:31]=[CH:30][CH:29]=1>CN(C)C1C=CN=CC=1.C(Cl)Cl>[CH3:16][C:17]1([CH3:26])[C@H:19]([CH:20]=[C:21]=[CH2:22])[C@H:18]1[C:23]([O:25][CH2:39][C:36]1[CH:35]=[C:34]([CH2:27][C:28]2[CH:33]=[CH:32][CH:31]=[CH:30][CH:29]=2)[O:38][CH:37]=1)=[O:24]. Reported procedure: 1.22 g of dicyclohexylcarbodiimide and a few crystals of 4-dimethylamino-pyridine were added at 0° C. to a solution of 900 mg of (1R,trans) 2,2-dimethyl-3-(1,2-propadienyl)cyclopropane-carboxylic acid in 20 ml of methylene chloride and the mixture was stirred at 0° C. for 15 minutes. A solution of 1.23 g of 5-benzyl-3-furyl-methanol in 7 ml of methylene chloride was added to the mixture which was stirred at 20° C. for 24 hours and was filtered. The filtrate was evaporated to dryness under reduce... Reactants: resultant mixture, FC1=CC(=C(C=C1)S(=O)(=O)Cl)CN(C(C(F)(F)F)=O)C (4-fluoro-2-[N-methyl-N-(2,2,2-trifluoroacetyl)aminomethyl]benzenesulfonyl chloride), FC1=CC(=C(C=C1)S(=O)(=O)Cl)CN(C(C(F)(F)F)=O)C (4-fluoro-2-[N-methyl-N-(2,2,2-trifluoroacetyl)aminomethyl]benzenesulfonyl chloride), NC1=CC=C2C3C(COC2=C1C(=O)OC)C3 (Methyl (1aRS,7bSR)-5-amino-1,1a,2,7b-tetrahydrocyclopropa[c]chromene-4-carboxylate), NC1=CC=C2C3C(COC2=C1C(=O)OC)C3 (Methyl (1aRS,7bSR)-5-amino-1,1a,2,7b-tetrahydrocyclopropa[c]chromene-4-carboxylate). Solvent: C(Cl)Cl (DCM), N1=CC=CC=C1 (pyridine). Yields the product FC1=CC(=C(C=C1)S(=O)(=O)NC1=CC=C2C3C(COC2=C1C(=O)OC)C3)CN(C(C(F)(F)F)=O)C (methyl (1aRS,7bSR)-5-(4-fluoro-2-[N-methyl-N-(2,2,2-trifluoroacetyl)aminomethyl]benzenesulfonyl-amino)-1,1a,2,7b-tetrahydrocyclopropa[c]chromene-4-carboxylate). Isolated yield 109.1%. RXN SMILES: [F:1][C:2]1[CH:7]=[CH:6][C:5]([S:8](Cl)(=[O:10])=[O:9])=[C:4]([CH2:12][N:13]([CH3:20])[C:14](=[O:19])[C:15]([F:18])([F:17])[F:16])[CH:3]=1.[NH2:21][C:22]1[C:31]([C:32]([O:34][CH3:35])=[O:33])=[C:30]2[C:25]([CH:26]3[CH2:36][CH:27]3[CH2:28][O:29]2)=[CH:24][CH:23]=1>C(Cl)Cl.N1C=CC=CC=1>[F:1][C:2]1[CH:7]=[CH:6][C:5]([S:8]([NH:21][C:22]2[C:31]([C:32]([O:34][CH3:35])=[O:33])=[C:30]3[C:25]([CH:26]4[CH2:36][CH:27]4[CH2:28][O:29]3)=[CH:24][CH:23]=2)(=[O:10])=[O:9])=[C:4]([CH2:12][N:13]([CH3:20])[C:14](=[O:19])[C:15]([F:18])([F:17])[F:16])[CH:3]=1. Reported procedure: A mixture of 4-fluoro-2-[N-methyl-N-(2,2,2-trifluoroacetyl)aminomethyl]benzenesulfonyl chloride (Intermediate 158, 0.182 g) was added to a solution of methyl (1aRS,7bSR)-5-amino-1,1a,2,7b-tetrahydrocyclopropa[c]chromene-4-carboxylate (Intermediate 42, 0.100 g) in DCM (3 mL) and pyridine (1 mL) and the resultant mixture was stirred at room temperature for 1 hour. The mixture was evaporated to dryness and the residue was purified by chromatography on silica eluting with a mixture of ethyl acetate ... Starting materials: [OH-].[K+] (KOH), C1CO1.C1C(C)O1 (ethylene oxide propylene oxide), [OH-].[K+] (KOH), initial acid, hydroxyl, 41.5, C1C(C)O1 (propylene oxide), C1CO1 (ethylene oxide), C(C=CCCCCCCCC)(=O)O (undecenoic acid). Reaction conditions: temperature 120 celsius. Yields the product C(CCCCCCCCC=C)(=O)O (10-Undecenoic Acid). Reaction SMILES: C1OC1.C1OC1C.C1OC1C.C1OC1.[C:15]([OH:27])(=[O:26])[CH:16]=[CH:17][CH2:18][CH2:19][CH2:20][CH2:21][CH2:22][CH2:23][CH2:24][CH3:25].[OH-].[K+]>>[C:15]([OH:27])(=[O:26])[CH2:16][CH2:17][CH2:18][CH2:19][CH2:20][CH2:21][CH2:22][CH2:23][CH:24]=[CH2:25] |f:0.1,5.6|. Procedure: In a 4 l multi-necked flask, 1829.9 g (0.7 mol) of an α,ω-dihydroxypoly(ethylene oxide-propylene oxide) copolymer having a hydroxyl number of 41.5 (mg KOH)/g with 50% by mass propylene oxide content and with ethylene oxide end blocks were heated with 249.4 g (1.4 mol) of undecenoic acid (molar mass: 184.3 g/mol, acid number: 304.4 mg KOH/g) to 70° C. with stirring and then 41.6 g of Novozym® 435 (2% by mass based on the total batch) were added. At 4 mbar and with further continual stirring, and ... The reactants are CCO (EtOH), [OH-].[Na+] (NaOH), FC1=C(C(=O)NC=2C(=C(C(=O)OC)C=CC2C)C)C=C(C=C1)N1CC(CCC1)CO (methyl 3-[[2-fluoro-5-[3-(hydroxymethyl)-1-piperidyl]benzoyl]amino]-2,4-dimethyl-benzoate). Run in O (H2O), C1CCOC1 (THF). Run at time 4 hour. Product: FC1=C(C(=O)NC=2C(=C(C(=O)O)C=CC2C)C)C=C(C=C1)N1CC(CCC1)CO (3-[[2-fluoro-5-[3-(hydroxymethyl)-1-piperidyl]benzoyl]amino]-2,4-dimethyl-benzoic acid). The yield is 23.2%. As a reaction SMILES: [OH-].[Na+].[F:3][C:4]1[CH:24]=[CH:23][C:22]([N:25]2[CH2:30][CH2:29][CH2:28][CH:27]([CH2:31][OH:32])[CH2:26]2)=[CH:21][C:5]=1[C:6]([NH:8][C:9]1[C:10]([CH3:20])=[C:11]([CH:16]=[CH:17][C:18]=1[CH3:19])[C:12]([O:14]C)=[O:13])=[O:7].CCO>O.C1COCC1>[F:3][C:4]1[CH:24]=[CH:23][C:22]([N:25]2[CH2:30][CH2:29][CH2:28][CH:27]([CH2:31][OH:32])[CH2:26]2)=[CH:21][C:5]=1[C:6]([NH:8][C:9]1[C:10]([CH3:20])=[C:11]([CH:16]=[CH:17][C:18]=1[CH3:19])[C:12]([OH:14])=[O:13])=[O:7] |f:0.1|. Reported procedure: A solution of NaOH (0.146 mg, 0.00366 mol) in 1.5 ml of H2O is added to a stirred solution of methyl 3-[[2-fluoro-5-[3-(hydroxymethyl)-1-piperidyl]benzoyl]amino]-2,4-dimethyl-benzoate (0.38 g, 0.000916 mol) in THF:EtOH (3 ml:2 ml). After 4 hours at ambient temperature, the organic solvent is removed under reduced pressure and the residue is diluted with water, acidified to pH 4 with 1N HCl, and extracted with ethyl acetate. The organic layer are combined and dried over anhydrous sodium sulfate. ...